Task: describe an organic reaction: reactants, conditions, products, and yield. Dataset: the Open Reaction Database (ORD), a public repository of structured organic reaction records Starting materials: BrCCCCCCCCC (1-bromononane), C1(=CC=CC=C1)P(C1=CC=CC=C1)C1=CC=CC=C1 (triphenylphosphine). Run in C(Cl)Cl (CH2Cl2). Conditions: temperature 100 celsius. The product is [Br-].C(CCCCCCCC)[P+](C1=CC=CC=C1)(C1=CC=CC=C1)C1=CC=CC=C1 (Nonyltriphenylphosphonium Bromide). As a reaction SMILES: [Br:1][CH2:2][CH2:3][CH2:4][CH2:5][CH2:6][CH2:7][CH2:8][CH2:9][CH3:10].[C:11]1([P:17]([C:24]2[CH:29]=[CH:28][CH:27]=[CH:26][CH:25]=2)[C:18]2[CH:23]=[CH:22][CH:21]=[CH:20][CH:19]=2)[CH:16]=[CH:15][CH:14]=[CH:13][CH:12]=1>C(Cl)Cl>[Br-:1].[CH2:2]([P+:17]([C:18]1[CH:19]=[CH:20][CH:21]=[CH:22][CH:23]=1)([C:24]1[CH:29]=[CH:28][CH:27]=[CH:26][CH:25]=1)[C:11]1[CH:12]=[CH:13][CH:14]=[CH:15][CH:16]=1)[CH2:3][CH2:4][CH2:5][CH2:6][CH2:7][CH2:8][CH2:9][CH3:10] |f:3.4|. Procedure details: A magnetically stirred suspension of 1-bromononane (Aldrich, 40 g, 0.1931M) and triphenylphosphine (101.3 g, 0.3862 mole) was heated at 100° C. (oil bath) for 2 hours. The resulting homogeneous solution was then cooled and triturated with ether (8X) to remove most of the unreacted triphenylphosphine. A viscous gum was obtained which was dissolved in CH2Cl2 and concentrated in vacuo to give the title phosphonium salt as a light yellow, extremely hygroscopic foam weighing 85 g (80.1%). TLC, neat C... The reactants are N=1C=C2C=C(SC3=CC=CC1N23)C(=O)OCC (ethyl 5-thia-1,8b-diazaacenaphthylene-4-carboxylate), [OH-].[Na+] (sodium hydroxide), Cl (hydrochloric acid). The solvent is CO (methanol). Conditions: temperature 0 celsius, time 2.5 hour. Product: N=1C=C2C=C(SC3=CC=CC1N23)C(=O)O (5-thia-1,8b-diazaacenaphthylene-4-carboxylic acid). Yield: 74.5%. RXN SMILES: [N:1]1[CH:2]=[C:3]2[N:12]3[C:7](=[CH:8][CH:9]=[CH:10][C:11]=13)[S:6][C:5]([C:13]([O:15]CC)=[O:14])=[CH:4]2.[OH-].[Na+].Cl>CO>[N:1]1[CH:2]=[C:3]2[N:12]3[C:7](=[CH:8][CH:9]=[CH:10][C:11]=13)[S:6][C:5]([C:13]([OH:15])=[O:14])=[CH:4]2 |f:1.2|. Procedure: To a solution of 3.00 g (12.18 mM) of ethyl 5-thia-1,8b-diazaacenaphthylene-4-carboxylate in methanol (9 ml) was added 18 ml (18 mM) of 1N-aqueous solution of sodium hydroxide at room temperature and the mixture was stirred for 2.5 hours. This reaction mixture was cooled to 0° C. and 1N-hydrochloric acid was added until the pH had been brought to 5. The resulting crystals were harvested by filtration. This crystal crop was rinsed with water, ethanol and diethyl ether to provide the title compoun...